This data is from the Open Reaction Database (ORD), a public repository of structured organic reaction records. The task is: describe an organic reaction: reactants, conditions, products, and yield Reactants: BrC1=CC(=CC=2N=NSC21)I (7-bromo-5-iodo-1,2,3-benzothiadiazole), C[Zn]C (dimethylzinc). The reagents and catalysts are C=1C=CC(=CC1)[P](C=2C=CC=CC2)(C=3C=CC=CC3)[Pd]([P](C=4C=CC=CC4)(C=5C=CC=CC5)C=6C=CC=CC6)([P](C=7C=CC=CC7)(C=8C=CC=CC8)C=9C=CC=CC9)[P](C=1C=CC=CC1)(C=1C=CC=CC1)C=1C=CC=CC1 (Pd(PPh3)4). Solvent: O1CCOCC1 (1,4-dioxane). Reaction conditions: temperature 50 celsius. The product is BrC1=CC(=CC=2N=NSC21)C (7-bromo-5-methyl-1,2,3-benzothiadiazole). The yield is 59.5%. RXN SMILES: [Br:1][C:2]1[C:10]2[S:9][N:8]=[N:7][C:6]=2[CH:5]=[C:4](I)[CH:3]=1.[CH3:12][Zn]C>C1C=CC([P]([Pd]([P](C2C=CC=CC=2)(C2C=CC=CC=2)C2C=CC=CC=2)([P](C2C=CC=CC=2)(C2C=CC=CC=2)C2C=CC=CC=2)[P](C2C=CC=CC=2)(C2C=CC=CC=2)C2C=CC=CC=2)(C2C=CC=CC=2)C2C=CC=CC=2)=CC=1.O1CCOCC1>[Br:1][C:2]1[C:10]2[S:9][N:8]=[N:7][C:6]=2[CH:5]=[C:4]([CH3:12])[CH:3]=1 |^1:18,20,39,58|. Procedure: To a solution of 7-bromo-5-iodo-1,2,3-benzothiadiazole (30 mg, 0.088 mmol), Pd(PPh3)4 (10.2 mg, 0.0088 mmol) and 1,4-dioxane (5 mL) was added dimethylzinc (2 M in toluene, 0.1 mL, 0.210 mmol), and the reaction was heated to 50° C. for 3 h. The solution was quenched with MeOH (1 mL), adsorbed onto silica gel, and purified by ISCO chromatography (1 to 3% EtOAc:heptane) to afford 12 mg (60%) of the title compound as a white solid. 1H NMR (400 MHz, CDCl3): δ 2.52 (s, 3 H), 7.58 (s, 1 H), 8.27 (s, 1 ... Reactants: [Br-], Br, CCCC[N+](CCCC)(CCCC)CCCC, COc1ccc2nc(-c3ccc(NCCF)nc3)oc2c1, [Na+], O=C([O-])O. Yields the product Oc1ccc2nc(-c3ccc(NCCF)nc3)oc2c1. Reaction SMILES: [Br-:23].[BrH:22].[CH3:24][CH2:25][CH2:26][CH2:27][N+:28]([CH2:29][CH2:30][CH2:31][CH3:32])([CH2:33][CH2:34][CH2:35][CH3:36])[CH2:37][CH2:38][CH2:39][CH3:40].[F:1][CH2:2][CH2:3][NH:4][c:5]1[n:6][cH:7][c:8](-[c:11]2[o:12][c:13]3[c:14]([n:15]2)[cH:16][cH:17][c:18]([O:20][CH3:21])[cH:19]3)[cH:9][cH:10]1.[Na+:45].[O-:41][C:42]([OH:43])=[O:44]>>[F:1][CH2:2][CH2:3][NH:4][c:5]1[n:6][cH:7][c:8](-[c:11]2[o:12][c:13]3[c:14]([n:15]2)[cH:16][cH:17][c:18]([OH:20])[cH:19]3)[cH:9][cH:10]1. Starting materials: C1CCOC1, Cc1ccccc1, CCN(C(C)C)C(C)C, COc1cc(C(=O)O)ccc1Nc1ncc(C(F)(F)F)c(Cl)n1, CN1CCC(N)CC1, O=S(Cl)Cl. The product is COc1cc(C(=O)NC2CCN(C)CC2)ccc1Nc1ncc(C(F)(F)F)c(Cl)n1. RXN SMILES: [CH2:52]1[O:53][CH2:54][CH2:55][CH2:56]1.[CH3:45][c:46]1[cH:47][cH:48][cH:49][cH:50][cH:51]1.[CH:36]([N:37]([CH2:38][CH3:39])[CH:40]([CH3:41])[CH3:42])([CH3:43])[CH3:44].[Cl:1][c:2]1[n:3][c:4]([NH:12][c:13]2[c:14]([O:22][CH3:23])[cH:15][c:16]([C:17](=[O:18])[OH:19])[cH:20][cH:21]2)[n:5][cH:6][c:7]1[C:8]([F:9])([F:10])[F:11].[NH2:28][CH:29]1[CH2:30][CH2:31][N:32]([CH3:35])[CH2:33][CH2:34]1.[S:24]([Cl:25])([Cl:26])=[O:27]>>[Cl:1][c:2]1[n:3][c:4]([NH:12][c:13]2[c:14]([O:22][CH3:23])[cH:15][c:16]([C:17](=[O:19])[NH:28][CH:29]3[CH2:30][CH2:31][N:32]([CH3:35])[CH2:33][CH2:34]3)[cH:20][cH:21]2)[n:5][cH:6][c:7]1[C:8]([F:9])([F:10])[F:11]. The reactants are [Li+].[Cl-] (LiCl), [H-].[Na+] (sodium hydride), [H-].[Na+] (Sodium hydride), ClC1=C2C(=NN=C1C1=CC=CC=C1)NN=C2I (4-chloro-3-iodo-5-phenyl-1H-pyrazolo[3,4-c]pyridazine), ClCC(=O)N1CCCC1 (2-chloro-1-(pyrrolidin-1-yl)ethanone). The solvent is C(C)(=O)OCC (ethyl acetate), CN(C)C=O (DMF). Reaction conditions: time 2 hour. Product: ClC1=C2C(=NN=C1C1=CC=CC=C1)NN=C2I (4-Chloro-3-iodo-5-phenyl-1H-pyrazolo[3,4-c]pyridazine), ClC1=C2C(=NN=C1C1=CC=CC=C1)N(N=C2I)CC(=O)N2CCCC2 (2-(4-chloro-3-iodo-5-phenyl-1H-pyrazolo[3,4-c]pyridazin-1-yl)-1-(pyrrolidin-1-yl)ethanone). Isolated yield 93.9%. As a reaction SMILES: [H-].[Na+].[Cl:3][C:4]1[C:9]([C:10]2[CH:15]=[CH:14][CH:13]=[CH:12][CH:11]=2)=[N:8][N:7]=[C:6]2[NH:16][N:17]=[C:18]([I:19])[C:5]=12.Cl[CH2:21][C:22]([N:24]1[CH2:28][CH2:27][CH2:26][CH2:25]1)=[O:23].[Li+].[Cl-]>CN(C=O)C.C(OCC)(=O)C>[Cl:3][C:4]1[C:9]([C:10]2[CH:11]=[CH:12][CH:13]=[CH:14][CH:15]=2)=[N:8][N:7]=[C:6]2[NH:16][N:17]=[C:18]([I:19])[C:5]=12.[Cl:3][C:4]1[C:9]([C:10]2[CH:11]=[CH:12][CH:13]=[CH:14][CH:15]=2)=[N:8][N:7]=[C:6]2[N:16]([CH2:21][C:22]([N:24]3[CH2:28][CH2:27][CH2:26][CH2:25]3)=[O:23])[N:17]=[C:18]([I:19])[C:5]=12 |f:0.1,4.5|. Reported procedure: 4-Chloro-3-iodo-5-phenyl-1H-pyrazolo[3,4-c]pyridazine was synthesized according to Example 1 through step 6. Sodium hydride (60% in mineral oil, 32 mg, 1.75 mmol) was added to a solution of 4-chloro-3-iodo-5-phenyl-1H-pyrazolo[3,4-c]pyridazine (400 mg, 1.12 mmol) and 2-chloro-1-(pyrrolidin-1-yl)ethanone (54 mg, 1.8 mmol) in dry DMF (7.5 mL) at room temperature. After 1.5 h at room temperature further sodium hydride (60% in mineral oil, 27 mg) was added and the suspension stirred for 2 h. 4% LiCl... Starting materials: ClC1=CC=C(C=C1)S(=O)(=O)N[C@H](C(=O)NC1=CC=C(C=C1)CC(=O)OCC)CCCC ((S)-2-(4-chlorobenzenesulfonylamino)-N-(4-(ethoxycarbonylmethyl)phenyl)hexanamide), CO (methanol), [OH-].[Na+] (NaOH). Reaction conditions: time 8 hour. Yields the product C(=O)(O)CCC1=CC=C(C=C1)NC([C@H](CCCC)NS(=O)(=O)C1=CC=C(C=C1)Cl)=O ((S)-N-(4-(2-carboxyethyl)phenyl)-2-(4-chlorobenzenesulfonylamino)hexanamide). As a reaction SMILES: [Cl:1][C:2]1[CH:7]=[CH:6][C:5]([S:8]([NH:11][C@@H:12]([CH2:28][CH2:29][CH2:30][CH3:31])[C:13]([NH:15][C:16]2[CH:21]=[CH:20][C:19]([CH2:22][C:23](OCC)=O)=[CH:18][CH:17]=2)=[O:14])(=[O:10])=[O:9])=[CH:4][CH:3]=1.[OH-:32].[Na+].[CH3:34][OH:35]>>[C:34]([CH2:23][CH2:22][C:19]1[CH:18]=[CH:17][C:16]([NH:15][C:13](=[O:14])[C@@H:12]([NH:11][S:8]([C:5]2[CH:4]=[CH:3][C:2]([Cl:1])=[CH:7][CH:6]=2)(=[O:10])=[O:9])[CH2:28][CH2:29][CH2:30][CH3:31])=[CH:21][CH:20]=1)([OH:35])=[O:32] |f:1.2|. Procedure details: (S)-2-(4-chlorobenzenesulfonylamino)-N-(4-(ethoxycarbonylmethyl)phenyl)hexanamide (2.717 g) was dissolved in methanol (50 ml), 2N NaOH (8.72 ml) was added and the whole was stirred at room temperature overnight under argon. The reaction mixture was concentrated under reduced pressure to remove methanol. The concentrate was poured in 6N HCl while cooling with ice. The precipitated crystals were filtered and recrystallized from acetonitrile to obtain (S)-N-(4-(2-carboxyethyl)phenyl)-2-(4-chloroben... Reactants: Cc1cc(C)c(N2CCNCC2)nc1C, COC(=O)c1ccc(N2CCOC2=O)cc1N1CCCS1(=O)=O. Yields the product Cc1cc(C)c(N2CCN(C(=O)c3ccc(N4CCOC4=O)cc3N3CCCS3(=O)=O)CC2)nc1C. RXN SMILES: [CH3:24][c:25]1[c:26]([N:33]2[CH2:34][CH2:35][NH:36][CH2:37][CH2:38]2)[n:27][c:28]([CH3:32])[c:29]([CH3:31])[cH:30]1.[O:1]=[S:2]1(=[O:23])[N:3]([c:7]2[c:8]([C:9]([O:11][CH3:10])=[O:12])[cH:13][cH:14][c:15]([N:17]3[C:18](=[O:22])[O:19][CH2:20][CH2:21]3)[cH:16]2)[CH2:4][CH2:5][CH2:6]1>>[O:1]=[S:2]1(=[O:23])[N:3]([c:7]2[c:8]([C:9](=[O:11])[N:36]3[CH2:35][CH2:34][N:33]([c:26]4[c:25]([CH3:24])[cH:30][c:29]([CH3:31])[c:28]([CH3:32])[n:27]4)[CH2:38][CH2:37]3)[cH:13][cH:14][c:15]([N:17]3[C:18](=[O:22])[O:19][CH2:20][CH2:21]3)[cH:16]2)[CH2:4][CH2:5][CH2:6]1.